From a dataset of the Open Reaction Database (ORD), a public repository of structured organic reaction records. describe an organic reaction: reactants, conditions, products, and yield Starting materials: Clc1ncnc2[nH]c(Br)cc12, CCCCO, CCN(C(C)C)C(C)C, COc1ccc(N)cc1O. Product: COc1ccc(Nc2ncnc3[nH]c(Br)cc23)cc1O. RXN SMILES: [Br:1][c:2]1[cH:3][c:4]2[c:5]([n:6][cH:7][n:8][c:9]2[Cl:10])[nH:11]1.[CH2:31]([OH:32])[CH2:33][CH2:34][CH3:35].[CH:22]([N:23]([CH:24]([CH3:25])[CH3:26])[CH2:27][CH3:28])([CH3:29])[CH3:30].[OH:12][c:13]1[cH:14][c:15]([NH2:16])[cH:17][cH:18][c:19]1[O:20][CH3:21]>>[Br:1][c:2]1[cH:3][c:4]2[c:5]([n:6][cH:7][n:8][c:9]2[NH:16][c:15]2[cH:14][c:13]([OH:12])[c:19]([O:20][CH3:21])[cH:18][cH:17]2)[nH:11]1.